This data is from the Open Reaction Database (ORD), a public repository of structured organic reaction records. The task is: describe an organic reaction: reactants, conditions, products, and yield Reaction SMILES: Cl.Cl[CH2:3][C:4]1[N:8]2[CH:9]=[CH:10][CH:11]=[CH:12][C:7]2=[N:6][C:5]=1[C:13]1[CH:18]=[CH:17][C:16]([Cl:19])=[CH:15][CH:14]=1.[CH3:20][N:21]1[C:26](=[O:27])[CH:25]=[CH:24][NH:23][C:22]1=[O:28]>>[Cl:19][C:16]1[CH:17]=[CH:18][C:13]([C:5]2[N:6]=[C:7]3[CH:12]=[CH:11][CH:10]=[CH:9][N:8]3[C:4]=2[CH2:3][N:23]2[CH:24]=[CH:25][C:26](=[O:27])[N:21]([CH3:20])[C:22]2=[O:28])=[CH:14][CH:15]=1 |f:0.1|. Procedure details: The title compound was prepared according to Method B and the experimentals described for compound 92 from 3-(chloromethyl)-2-(4-chlorophenyl)imidazo[1,2-a]pyridine hydrochloride and 3-methylpyrimidine-2,4(1H,3H)-dione. M/e+ 367 for C19H16ClN4O2 (M+H)+; 1H-NMR (400 MHz, CDCl3) δ 8.22 (d, J=5.8 Hz, 1H), 7.66 (d, J=8.4 Hz, 2H), 7.45 (d, J=8.4 Hz, 2H), 7.30 (m, 1H), 6.91 (t, J=6.6 Hz, 1H), 6.63 (d, J=8.0 Hz, 1H), 5.56 (d, J=8.0 Hz, 1H), 5.45 (s, 2H), 5.26 (d, J=0.7 Hz, 1H), 3.34 (s, 3H) ppm. The product is ClC1=CC=C(C=C1)C=1N=C2N(C=CC=C2)C1CN1C(N(C(C=C1)=O)C)=O (1-((2-(4-chlorophenyl)imidazo[1,2-a]pyridin-3-yl)methyl)-3-methylpyrimidine-2,4(1H,3H)-dione). Reactants: compound 92, Cl.ClCC1=C(N=C2N1C=CC=C2)C2=CC=C(C=C2)Cl (3-(chloromethyl)-2-(4-chlorophenyl)imidazo[1,2-a]pyridine hydrochloride), CN1C(NC=CC1=O)=O (3-methylpyrimidine-2,4(1H,3H)-dione). The reactants are [Cl-].[NH4+] (ammonium chloride), BrC1=CC=C(C=C1)F (1-bromo-4-fluorobenzene), [Mg] (magnesium), 25, C1(=CC=CC=C1)CN1CCC(CC1)C(=O)OCC (ethyl 1-(phenylmethyl)-4-piperidinecarboxylate). The solvent is O1CCCC1 (tetrahydrofuran), O1CCCC1 (tetrahydrofuran). Reaction conditions: time 2 hour. Yields the product FC1=CC=C(C=C1)C(O)(C1CCN(CC1)CC1=CC=CC=C1)C1=CC=C(C=C1)F (α,α-bis(4-fluorophenyl)-1-(phenylmethyl)-4-piperidinemethanol), intermediate 12. RXN SMILES: Br[C:2]1[CH:7]=[CH:6][C:5]([F:8])=[CH:4][CH:3]=1.[Mg].[C:10]1([CH2:16][N:17]2[CH2:22][CH2:21][CH:20]([C:23]([O:25]CC)=O)[CH2:19][CH2:18]2)[CH:15]=[CH:14][CH:13]=[CH:12][CH:11]=1.[Cl-].[NH4+]>O1CCCC1>[F:8][C:5]1[CH:6]=[CH:7][C:2]([C:23]([C:2]2[CH:7]=[CH:6][C:5]([F:8])=[CH:4][CH:3]=2)([CH:20]2[CH2:19][CH2:18][N:17]([CH2:16][C:10]3[CH:11]=[CH:12][CH:13]=[CH:14][CH:15]=3)[CH2:22][CH2:21]2)[OH:25])=[CH:3][CH:4]=1 |f:3.4|. Procedure details: To a stirred and refluxing Grignard-complex, previously prepared starting from 70 parts of 1-bromo-4-fluorobenzene and 10 parts of magnesium in 270 parts of tetrahydrofuran, was added dropwise a solution of 25 parts of ethyl 1-(phenylmethyl)-4-piperidinecarboxylate in 90 parts of tetrahydrofuran. Upon completion, stirring was continued for 2 hours at reflux temperature. The reaction mixture was cooled and poured onto a saturate ammonium chloride solution. The organic phase was separated, dried, ... Reactants: BrC=1C(=CC(=C(C(=O)O)C1)OCC1=C(C=C(C=C1)F)F)CN1CCOCC1 (5-bromo-2-{[(2,4-difluorophenyl)methyl]oxy}-4-(4-morpholinylmethyl)benzoic acid), C(C)(C)N(CC)C(C)C (diisopropylethylamine), ON1N=NC2=C1N=CC=C2 (1-hydroxy-7-azabenzotriazole), Cl.CC1=NOC=C1N (3-methyl-4-isoxazolamine hydrochloride), C(CCl)Cl (EDC). Solvent: CN(C=O)C (N,N-dimethylformamide). Conditions: time 18 hour. Yields the product BrC=1C(=CC(=C(C(=O)NC=2C(=NOC2)C)C1)OCC1=C(C=C(C=C1)F)F)CN1CCOCC1 (5-Bromo-2-{[(2,4-difluorophenyl)methyl]oxy}-N-(3-methyl-4-isoxazolyl)-4-(4-morpholinylmethyl)benzamide). As a reaction SMILES: [Br:1][C:2]1[C:3]([CH2:21][N:22]2[CH2:27][CH2:26][O:25][CH2:24][CH2:23]2)=[CH:4][C:5]([O:11][CH2:12][C:13]2[CH:18]=[CH:17][C:16]([F:19])=[CH:15][C:14]=2[F:20])=[C:6]([CH:10]=1)[C:7](O)=[O:8].C(N(C(C)C)CC)(C)C.ON1C2N=CC=CC=2N=N1.Cl.[CH3:48][C:49]1[C:53]([NH2:54])=[CH:52][O:51][N:50]=1.C(Cl)CCl>CN(C)C=O>[Br:1][C:2]1[C:3]([CH2:21][N:22]2[CH2:27][CH2:26][O:25][CH2:24][CH2:23]2)=[CH:4][C:5]([O:11][CH2:12][C:13]2[CH:18]=[CH:17][C:16]([F:19])=[CH:15][C:14]=2[F:20])=[C:6]([CH:10]=1)[C:7]([NH:54][C:53]1[C:49]([CH3:48])=[N:50][O:51][CH:52]=1)=[O:8] |f:3.4|. Procedure: To a solution of 5-bromo-2-{[(2,4-difluorophenyl)methyl]oxy}-4-(4-morpholinylmethyl)benzoic acid (may be prepared as described in Description 22; 150 mg, 0.34 mmol) in N,N-dimethylformamide (4 ml) was added diisopropylethylamine (0.12 ml, 0.68 mmol), 1-hydroxy-7-azabenzotriazole (55.4 mg, 0.41 mmol), 3-methyl-4-isoxazolamine hydrochloride (39.9 mg, 0.41 mmol) and EDC (98 mg, 0.51 mmol). The reaction was stirred for 18 hours. The solvent was removed in vacuo and the residue was purified by column... Starting materials: [OH-].[NH4+] (ammonium hydroxide), C(C)(C)C1=NOC(=N1)N1CCC(CC1)O (1-(3-isopropyl-1,2,4-oxadiazol-5-yl)piperidin-4-ol), FC1=C(C=CC(=C1)S(=O)(=O)C)C1=CSC2=C1N=CN=C2S(=O)(=O)C (7-(2-fluoro-4-methanesulfonyl-phenyl)-4-methanesulfonyl-thieno[3,2-d]pyrimidine), [H-].[Na+] (NaH). The solvent is CN(C=O)C (N,N-dimethylformamide). Conditions: temperature 0 celsius, time 30 minute. Product: FC1=C(C=CC(=C1)S(=O)(=O)C)C1=CSC2=C1N=CN=C2OC2CCN(CC2)C2=NC(=NO2)C(C)C (7-(2-fluoro-4-methanesulfonyl-phenyl)-4-[1-(3-isopropyl-[1,2,4]oxadiazol-5-yl)piperidin-4-yloxy]thieno[3,2-d]pyrimidine). Yield: 59.7%. RXN SMILES: [CH:1]([C:4]1[N:8]=[C:7]([N:9]2[CH2:14][CH2:13][CH:12]([OH:15])[CH2:11][CH2:10]2)[O:6][N:5]=1)([CH3:3])[CH3:2].[H-].[Na+].[F:18][C:19]1[CH:24]=[C:23]([S:25]([CH3:28])(=[O:27])=[O:26])[CH:22]=[CH:21][C:20]=1[C:29]1[C:33]2[N:34]=[CH:35][N:36]=[C:37](S(C)(=O)=O)[C:32]=2[S:31][CH:30]=1.[OH-].[NH4+]>CN(C)C=O>[F:18][C:19]1[CH:24]=[C:23]([S:25]([CH3:28])(=[O:27])=[O:26])[CH:22]=[CH:21][C:20]=1[C:29]1[C:33]2[N:34]=[CH:35][N:36]=[C:37]([O:15][CH:12]3[CH2:11][CH2:10][N:9]([C:7]4[O:6][N:5]=[C:4]([CH:1]([CH3:3])[CH3:2])[N:8]=4)[CH2:14][CH2:13]3)[C:32]=2[S:31][CH:30]=1 |f:1.2,4.5|. Reported procedure: 1-(3-isopropyl-1,2,4-oxadiazol-5-yl)piperidin-4-ol (30 mg) was dissolved in N,N-dimethylformamide (2 mL) and cooled to an internal temperature of 0° C. Then, NaH (9 mg) was slowly added thereto and stirred for 30 min. 7-(2-fluoro-4-methanesulfonyl-phenyl)-4-methanesulfonyl-thieno[3,2-d]pyrimidine (50 mg) synthesized in Preparation Example 2 was slowly added thereto and heated to room temperature, followed by stirring for 2 hours. Then, the reaction mixture was mixed with a saturated solution of ... Reactants: C(#N)[C@@H]1CC[C@H](CC1)C=O (trans-4-cyanocyclohexanecarboxaldehyde), [BH4-].[Na+] (sodium borohydride), Cl (hydrochloric acid). The solvent is CO.C(C)OCC (methanol diethyl ether), CO.C(C)OCC (methanol diethyl ether). Conditions: temperature 10 celsius, time 2 hour. Yields the product OC[C@@H]1CC[C@H](CC1)C#N (trans-4-(hydroxymethyl)cyclohexanecarbonitrile). The yield is 98.6%. RXN SMILES: [BH4-].[Na+].[C:3]([C@H:5]1[CH2:10][CH2:9][C@H:8]([CH:11]=[O:12])[CH2:7][CH2:6]1)#[N:4].Cl>CO.C(OCC)C>[OH:12][CH2:11][C@H:8]1[CH2:9][CH2:10][C@H:5]([C:3]#[N:4])[CH2:6][CH2:7]1 |f:0.1,4.5|. Reported procedure: A suspension of 829 mg of sodium borohydride in 20 ml of methanol/diethyl ether (vol. 9:1) was treated dropwise within 5 minutes at 0° C. with a solution of 3.0 g of trans-4-cyanocyclohexanecarboxaldehyde in 30 ml of methanol/diethyl ether (vol. 9:1). The reaction mixture was stirred for a further 2 hours at 10° C., then treated with 10 ml of dilute hydrochloric acid and partitioned in methylene chloride/water. The aqueous phase was extracted three times with methylene chloride. The organic phas...